Dataset: the Open Reaction Database (ORD), a public repository of structured organic reaction records. Task: describe an organic reaction: reactants, conditions, products, and yield Yields the product COC=1C=C(C=NC1)C1=NC(=NC=C1)NC=1C=C(C=CC1C)N (N3-[4-(5-Methoxy-pyridin-3-yl)-pyrimidin-2-yl]-4-methyl-benzene-1,3-diamine). Reactants: COC=1C=C(C=NC1)C1=NC(=NC=C1)NC1=C(C=CC(=C1)[N+](=O)[O-])C (4-(5-methoxypyridin-3-yl)-N-(2-methyl-5-nitrophenyl)pyrimidin-2-amine), CC1=CC=C(C=C1NC1=NC=CC(=N1)C=1C=NC=C(C1)N1CCCC1)N (6-methyl-N1-(4-(5-(pyrrolidin-1-yl)pyridin-3-yl)pyrimidin-2-yl)benzene-1,3-diamine). Procedure details: N3-[4-(5-Methoxy-pyridin-3-yl)-pyrimidin-2-yl]-4-methyl-benzene-1,3-diamine 14 is prepared by hydrogenation of 13 using a similar protocol for the preparation of 10. 1H NMR (400 MHz, d6-DMSO) δ 8.90 (d, J=1.6 Hz, 1H), 8.71 (s, 1H), 8.51 (d, J=5.2 Hz, 1H), 8.45 (d, J=2.8 Hz, 1H), 8.01 (dd, J=2.0, 3.2 Hz, 1H), 7.43 (d, J=5.2 Hz, 1H), 6.91 (d, J=8.0 Hz, 1H), 6.87 (d, J=2.4 Hz, 1H), 6.38 (dd, J=2.4, 8.0 Hz, 1H), 4.87 (s, 2H), 3.95 (s, 3H), 2.12 (s, 3H). MS (m/z) (M+1)+: 308.1 RXN SMILES: [CH3:1][O:2][C:3]1[CH:4]=[C:5]([C:9]2[CH:14]=[CH:13][N:12]=[C:11]([NH:15][C:16]3[CH:21]=[C:20]([N+:22]([O-])=O)[CH:19]=[CH:18][C:17]=3[CH3:25])[N:10]=2)[CH:6]=[N:7][CH:8]=1.CC1C(NC2N=C(C3C=NC=C(N4CCCC4)C=3)C=CN=2)=CC(N)=CC=1>>[CH3:1][O:2][C:3]1[CH:4]=[C:5]([C:9]2[CH:14]=[CH:13][N:12]=[C:11]([NH:15][C:16]3[CH:21]=[C:20]([NH2:22])[CH:19]=[CH:18][C:17]=3[CH3:25])[N:10]=2)[CH:6]=[N:7][CH:8]=1. The reactants are N(=O)[O-].[Na+] (sodium nitrite), [I-].[K+] (potassium iodide), BrC=1C=CC(=C(N)C1)CC (5-bromo-2-ethylaniline), S(O)(O)(=O)=O (sulfuric acid). Run in O (water), O (water), O (water). Run at time 30 minute. The product is BrC1=CC(=C(C=C1)CC)I (4-bromo-1-ethyl-2-iodobenzene). As a reaction SMILES: [Br:1][C:2]1[CH:3]=[CH:4][C:5]([CH2:9][CH3:10])=[C:6]([CH:8]=1)N.S(=O)(=O)(O)O.N([O-])=O.[Na+].[I-:20].[K+]>O>[Br:1][C:2]1[CH:3]=[CH:4][C:5]([CH2:9][CH3:10])=[C:6]([I:20])[CH:8]=1 |f:2.3,4.5|. Procedure: To a stirred mixture of 5-bromo-2-ethylaniline (3.39 g, 200 mmol) in distilled water (110 ml) is added concentrated sulfuric acid (5.60 ml), followed by brief heating at reflux until dissolution. The mixture is allowed to cool to room temperature, producing a fine precipitate, then further cooled to approximately 0° C. in an ice/salt bath. To this slurry is added an aqueous solution of sodium nitrite (1.17 g, 16.94 mmol) in distilled water (10 ml) dropwise over 15 minutes, maintaining a temperat... Starting materials: CCS(=O)(=O)N1CCC(c2c[nH]c3c(C(N)=O)cc(Br)cc23)CC1, CCCCCCNCc1ccc(B(O)O)s1, [K+], [K+], O=C([O-])[O-], c1ccc(P(c2ccccc2)(c2ccccc2)[Pd](P(c2ccccc2)(c2ccccc2)c2ccccc2)(P(c2ccccc2)(c2ccccc2)c2ccccc2)P(c2ccccc2)(c2ccccc2)c2ccccc2)cc1. Yields the product CCCCCCNCc1ccc(-c2cc(C(N)=O)c3[nH]cc(C4CCN(S(=O)(=O)CC)CC4)c3c2)s1. RXN SMILES: [Br:17][c:18]1[cH:19][c:20]2[c:21]([CH:30]3[CH2:31][CH2:32][N:33]([S:36](=[O:37])(=[O:38])[CH2:39][CH3:40])[CH2:34][CH2:35]3)[cH:22][nH:23][c:24]2[c:25]([C:27](=[O:28])[NH2:29])[cH:26]1.[CH2:1]([CH2:2][CH2:3][CH2:4][CH2:5][CH3:6])[NH:7][CH2:8][c:9]1[cH:10][cH:11][c:12]([B:14]([OH:15])[OH:16])[s:13]1.[K+:41].[K+:42].[O-:43][C:44]([O-:45])=[O:46].[cH:47]1[cH:48][cH:49][c:50]([P:51]([Pd:52]([P:53]([c:54]2[cH:55][cH:56][cH:57][cH:58][cH:59]2)([c:60]2[cH:61][cH:62][cH:63][cH:64][cH:65]2)[c:66]2[cH:67][cH:68][cH:69][cH:70][cH:71]2)([P:72]([c:73]2[cH:74][cH:75][cH:76][cH:77][cH:78]2)([c:79]2[cH:80][cH:81][cH:82][cH:83][cH:84]2)[c:85]2[cH:86][cH:87][cH:88][cH:89][cH:90]2)[P:91]([c:92]2[cH:93][cH:94][cH:95][cH:96][cH:97]2)([c:98]2[cH:99][cH:100][cH:101][cH:102][cH:103]2)[c:104]2[cH:105][cH:106][cH:107][cH:108][cH:109]2)([c:110]2[cH:111][cH:112][cH:113][cH:114][cH:115]2)[c:116]2[cH:117][cH:118][cH:119][cH:120][cH:121]2)[cH:122][cH:123]1>>[CH2:1]([CH2:2][CH2:3][CH2:4][CH2:5][CH3:6])[NH:7][CH2:8][c:9]1[cH:10][cH:11][c:12](-[c:18]2[cH:19][c:20]3[c:21]([CH:30]4[CH2:31][CH2:32][N:33]([S:36](=[O:37])(=[O:38])[CH2:39][CH3:40])[CH2:34][CH2:35]4)[cH:22][nH:23][c:24]3[c:25]([C:27](=[O:28])[NH2:29])[cH:26]2)[s:13]1. Starting materials: ClCCl, ClCc1cccc2ccccc12, O, c1c[nH]cn1. Yields the product c1ccc2c(Cn3ccnc3)cccc2c1. As a reaction SMILES: [CH2:19]([Cl:20])[Cl:21].[Cl:6][CH2:7][c:8]1[cH:9][cH:10][cH:11][c:12]2[cH:13][cH:14][cH:15][cH:16][c:17]12.[OH2:18].[nH:1]1[cH:2][n:3][cH:4][cH:5]1>>[n:1]1([CH2:7][c:8]2[cH:9][cH:10][cH:11][c:12]3[cH:13][cH:14][cH:15][cH:16][c:17]23)[cH:2][n:3][cH:4][cH:5]1.